From a dataset of the Open Reaction Database (ORD), a public repository of structured organic reaction records. describe an organic reaction: reactants, conditions, products, and yield Starting materials: O (water), N(N)C1=CC(=NS1)C (5-hydrazinyl-3-methylisothiazole), S(O)(O)(=O)=O (sulfuric acid), ClC1=CC=C(C=C1)C(=O)C(CC(=O)OC)C(C)=O (methyl 3-[(4-chlorophenyl)carbonyl]-4-oxopentanoate). Run in CO (methanol). Yields the product COC(CC=1C(=NN(C1C1=CC=C(C=C1)Cl)C1=CC(=NS1)C)C)=O (methyl[5-(4-chlorophenyl)-3-methyl-1-(3-methylisothiazol-5-yl)-1H-pyrazol-4-yl]acetate). RXN SMILES: [NH:1]([C:3]1[S:7][N:6]=[C:5]([CH3:8])[CH:4]=1)[NH2:2].S(=O)(=O)(O)O.[Cl:14][C:15]1[CH:20]=[CH:19][C:18]([C:21]([CH:23]([C:29](=O)[CH3:30])[CH2:24][C:25]([O:27][CH3:28])=[O:26])=O)=[CH:17][CH:16]=1.O>CO>[CH3:28][O:27][C:25](=[O:26])[CH2:24][C:23]1[C:29]([CH3:30])=[N:2][N:1]([C:3]2[S:7][N:6]=[C:5]([CH3:8])[CH:4]=2)[C:21]=1[C:18]1[CH:17]=[CH:16][C:15]([Cl:14])=[CH:20][CH:19]=1. Reported procedure: 0.301 g (2.0 mmol) of 5-hydrazinyl-3-methylisothiazole and 0.099 ml (2.0 mmol) of concentrated sulfuric acid were added to 0.500 g (2.0 mmol) of methyl 3-[(4-chlorophenyl)carbonyl]-4-oxopentanoate in 10.00 ml of methanol, and the mixture was stirred under reflux for 6 hours. The mixture was poured into water and extracted with ethyl acetate. The reactants are CC(=O)O[BH-](OC(C)=O)OC(C)=O, O=Cc1cccc2ccccc12, CCN(C(C)C)C(C)C, ClC(Cl)Cl, ClCCl, Cl, Cl, COC(=O)C=Cc1cnc(NC2CCNC2)cn1, [Na+], O. Yields the product COC(=O)C=Cc1cnc(NC2CCN(Cc3cccc4ccccc34)C2)cn1. As a reaction SMILES: [C:42]([O:43][BH-:44]([O:45][C:46](=[O:47])[CH3:48])[O:49][C:50](=[O:51])[CH3:52])(=[O:53])[CH3:54].[CH:1](=[O:2])[c:3]1[cH:4][cH:5][cH:6][c:7]2[cH:8][cH:9][cH:10][cH:11][c:12]12.[CH:33]([N:34]([CH2:35][CH3:36])[CH:37]([CH3:38])[CH3:39])([CH3:40])[CH3:41].[CH:59]([Cl:60])([Cl:61])[Cl:62].[Cl:56][CH2:57][Cl:58].[ClH:13].[ClH:14].[NH:15]1[CH2:16][CH:17]([NH:20][c:21]2[n:22][cH:23][c:24]([CH:27]=[CH:28][C:29](=[O:30])[O:31][CH3:32])[n:25][cH:26]2)[CH2:18][CH2:19]1.[Na+:55].[OH2:63]>>[CH2:1]([c:3]1[cH:4][cH:5][cH:6][c:7]2[cH:8][cH:9][cH:10][cH:11][c:12]12)[N:15]1[CH2:16][CH:17]([NH:20][c:21]2[n:22][cH:23][c:24]([CH:27]=[CH:28][C:29](=[O:30])[O:31][CH3:32])[n:25][cH:26]2)[CH2:18][CH2:19]1. Starting materials: C1CCOC1, CS(C)=O, C[S+](C)C, O=C(c1ccc(F)cc1)C(F)(F)F, [H-], [I-], [Na+], O. Product: Fc1ccc(C2(C(F)(F)F)CO2)cc1. As a reaction SMILES: [CH2:25]1[O:26][CH2:27][CH2:28][CH2:29]1.[CH3:1][S:2]([CH3:3])=[O:4].[CH3:8][S+:9]([CH3:10])[CH3:11].[F:12][C:13]([C:14](=[O:15])[c:16]1[cH:17][cH:18][c:19]([F:22])[cH:20][cH:21]1)([F:23])[F:24].[H-:6].[I-:7].[Na+:5].[OH2:30]>>[CH2:8]1[C:14]([C:13]([F:12])([F:23])[F:24])([c:16]2[cH:17][cH:18][c:19]([F:22])[cH:20][cH:21]2)[O:15]1. The reactants are CC1=C(N=C(S1)C1=CC=CC=C1)CCCO (3-(5-Methyl-2-phenyl-thiazol-4-yl)-propan-1-ol), CC1=C(N=C(S1)C1=CC=CC=C1)CCCO (3-(5-methyl-2-phenyl-thiazol-4-yl)-propan-1-ol), FC1=C(C(=O)N)C(=CC=C1O)F (2,6-difluoro-3-hydroxybenzamide), C1=CC=C(C=C1)P(C2=CC=CC=C2)C3=CC=CC=C3 (PPh3), N(=NC(=O)OC(C)C)C(=O)OC(C)C (diisopropyl azodicarboxylate). Solvent: CN(C)C=O (DMF). Run at temperature 80 celsius, time 8 hour. Product: FC1=C(C(=O)N)C(=CC=C1OCCCC=1N=C(SC1C)C1=CC=CC=C1)F (2,6-Difluoro-3-[3-(5-methyl-2-phenyl-thiazol-4-yl)-propoxy]-benzamide). Isolated yield 13.0%. RXN SMILES: [CH3:1][C:2]1[S:6][C:5]([C:7]2[CH:12]=[CH:11][CH:10]=[CH:9][CH:8]=2)=[N:4][C:3]=1[CH2:13][CH2:14][CH2:15][OH:16].[F:17][C:18]1[C:26](O)=[CH:25][CH:24]=[C:23]([F:28])[C:19]=1[C:20]([NH2:22])=[O:21].C1C=CC(P(C2C=CC=CC=2)C2C=CC=CC=2)=CC=1.N(C(OC(C)C)=O)=NC(OC(C)C)=O>CN(C=O)C>[F:17][C:18]1[C:26]([O:16][CH2:15][CH2:14][CH2:13][C:3]2[N:4]=[C:5]([C:7]3[CH:12]=[CH:11][CH:10]=[CH:9][CH:8]=3)[S:6][C:2]=2[CH3:1])=[CH:25][CH:24]=[C:23]([F:28])[C:19]=1[C:20]([NH2:22])=[O:21]. Procedure details: 3-(5-Methyl-2-phenyl-thiazol-4-yl)-propan-1-ol To a solution of 3-(5-methyl-2-phenyl-thiazol-4-yl)-propan-1-ol (0.219 g, 1.0 mmol) in 5 ml of anhydrous DMF, 2,6-difluoro-3-hydroxybenzamide (0.173 g, 1.0 mmol), PPh3 (0.262 g, 1.0 mmol) and diisopropyl azodicarboxylate (0.202 g, 1.0 mmol) was added. The reaction mixture was stirred at 80° C. for overnight under nitrogen atmosphere. The reaction mixture was evaporated to dryness under reduced pressure and the residue was purified by column chromato... Starting materials: C(#N)C=1C=CC2=C(SC3=C(CC2=O)C=CC=C3)C1 (3-cyano-10,11-dihydro-11-oxodibenzo[b,f]thiepin), ClC1=CC(=CC=C1)C(=O)OO (m-chloroperbenzoic acid), sulfoxide. Run in C(Cl)Cl (methylene chloride), [OH-].[Ca+2].[OH-] (calcium hydroxide), C(Cl)Cl (methylene chloride). Conditions: time 1 hour. Yields the product C(#N)C=1C=CC2=C(S(C3=C(CC2=O)C=CC=C3)=O)C1 (3-Cyano-10,11-dihydro-11-oxodibenzo[b,f]thiepin-5-oxide). RXN SMILES: [C:1]([C:3]1[CH:4]=[CH:5][C:6]2[C:12](=[O:13])[CH2:11][C:10]3[CH:14]=[CH:15][CH:16]=[CH:17][C:9]=3[S:8][C:7]=2[CH:18]=1)#[N:2].ClC1C=CC=C(C(OO)=[O:27])C=1>C(Cl)Cl.[OH-].[Ca+2].[OH-]>[C:1]([C:3]1[CH:4]=[CH:5][C:6]2[C:12](=[O:13])[CH2:11][C:10]3[CH:14]=[CH:15][CH:16]=[CH:17][C:9]=3[S:8](=[O:27])[C:7]=2[CH:18]=1)#[N:2] |f:3.4.5|. Procedure details: 1.63 G. 3-cyano-10,11-dihydro-11-oxodibenzo[b,f]thiepin is dissolved in 100 cc. methylene chloride and 1.12 g. m-chloroperbenzoic acid is added and the solution stirred for one hour at room temperature. The reaction mixture is diluted with methylene chloride, excess powdered calcium hydroxide is added, and the mixture stirred for five minutes and filtered through celite. The organic filtrate is evaporated to dryness and the residue chromatographed on silica gel and eluted with a 1:1 mixture of b... Starting materials: FC1(OC2=C(O1)C=CC(=C2)CO)F ((2,2-difluoro-benzo[1,3]dioxol-5-yl)-methanol), C1(=CC=CC=C1)P(C1=CC=CC=C1)C1=CC=CC=C1 (triphenylphospine), C(Cl)(Cl)(Cl)Cl (carbon tetrachloride). Run at temperature 80 celsius. Product: ClCC1=CC2=C(OC(O2)(F)F)C=C1 (5-Chloromethyl-2,2-difluoro-benzo[1,3]dioxole). RXN SMILES: [F:1][C:2]1([F:13])[O:6][C:5]2[CH:7]=[CH:8][C:9]([CH2:11]O)=[CH:10][C:4]=2[O:3]1.C1(P(C2C=CC=CC=2)C2C=CC=CC=2)C=CC=CC=1.C(Cl)(Cl)(Cl)[Cl:34]>>[Cl:34][CH2:11][C:9]1[CH:8]=[CH:7][C:5]2[O:6][C:2]([F:13])([F:1])[O:3][C:4]=2[CH:10]=1. Reported procedure: A solution of (2,2-difluoro-benzo[1,3]dioxol-5-yl)-methanol (1.0 g, 5.32 mmol) in carbon tetrachloride (10.6 mL) is added to polymer-supported triphenylphospine (3.5 g, 3 mmol/g, 10.6 mmol) at room temperature. The reaction is heated for 3 h at 80° C., cooled to room temperature, filtered, and the solids washed with dichloromethane. The filtrate is concentrated in vacuo to yield the title compound, 0.79 g (72%), as a clear, orange oil. Starting materials: CC(OC(=O)OC1CC(=O)NC1=O)OC(=O)C(C)C, CSC(=O)OC(C)OC(=O)C(C)C, O=C(OO)c1cccc(Cl)c1, ClCCl, O=C1CCC(=O)N1O. The product is CC(OC(=O)OC1CC(=O)NC1=O)OC(=O)C(C)C, O=C(O)c1cccc(Cl)c1. Reaction SMILES: [C:1]([CH:2]([CH3:3])[CH3:4])(=[O:5])[O:6][CH:7]([CH3:8])[O:9][C:10](=[O:11])[O:12][CH:13]1[C:14](=[O:15])[NH:16][C:17](=[O:19])[CH2:18]1.[C:28](=[O:29])([S:30][CH3:31])[O:32][CH:33]([O:34][C:35](=[O:36])[CH:37]([CH3:38])[CH3:39])[CH3:40].[Cl:41][c:42]1[cH:43][c:44]([C:48](=[O:49])[O:50][OH:51])[cH:45][cH:46][cH:47]1.[Cl:52][CH2:53][Cl:54].[OH:20][N:21]1[C:22](=[O:23])[CH2:24][CH2:25][C:26]1=[O:27]>>[C:1]([CH:2]([CH3:3])[CH3:4])(=[O:5])[O:6][CH:7]([CH3:8])[O:9][C:10](=[O:11])[O:12][CH:13]1[C:14](=[O:15])[NH:16][C:17](=[O:19])[CH2:18]1.[Cl:41][c:42]1[cH:43][c:44]([C:48](=[O:49])[OH:50])[cH:45][cH:46][cH:47]1. Starting materials: CCCc1nc(C2Cc3ccccc3N2C(C)=O)no1, CCO, ClCCl, [Na+], [OH-]. Yields the product CCCc1nc(C2Cc3ccccc3N2)no1. As a reaction SMILES: [C:1](=[O:2])([CH3:3])[N:4]1[CH:5]([c:13]2[n:14][o:15][c:16]([CH2:18][CH2:19][CH3:20])[n:17]2)[CH2:6][c:7]2[cH:8][cH:9][cH:10][cH:11][c:12]21.[CH3:23][CH2:24][OH:25].[Cl:26][CH2:27][Cl:28].[Na+:22].[OH-:21]>>[NH:4]1[CH:5]([c:13]2[n:14][o:15][c:16]([CH2:18][CH2:19][CH3:20])[n:17]2)[CH2:6][c:7]2[cH:8][cH:9][cH:10][cH:11][c:12]21.